Dataset: the Open Reaction Database (ORD), a public repository of structured organic reaction records. Task: describe an organic reaction: reactants, conditions, products, and yield The reactants are ClCc1ccc(Br)cc1, CC#N, c1ccc(C2CNCCN2)cc1. Yields the product Brc1ccc(CN2CCNC(c3ccccc3)C2)cc1. RXN SMILES: [Br:13][c:14]1[cH:15][cH:16][c:17]([CH2:18][Cl:19])[cH:20][cH:21]1.[CH3:22][C:23]#[N:24].[c:1]1([CH:7]2[NH:8][CH2:9][CH2:10][NH:11][CH2:12]2)[cH:2][cH:3][cH:4][cH:5][cH:6]1>>[c:1]1([CH:7]2[NH:8][CH2:9][CH2:10][N:11]([CH2:18][c:17]3[cH:16][cH:15][c:14]([Br:13])[cH:21][cH:20]3)[CH2:12]2)[cH:2][cH:3][cH:4][cH:5][cH:6]1. Reactants: CCCCCBr, CC(=O)C=C(C)C, [Cl-], [NH2-], N, [Na], [Na]. Product: C=C(C)C(CCCCC)C(C)=O. Reaction SMILES: [Br:13][CH2:14][CH2:15][CH2:16][CH2:17][CH3:18].[CH3:6][C:7](=[CH:8][C:9]([CH3:10])=[O:11])[CH3:12].[Cl-:2].[NH2-:5].[NH3:1].[Na:3].[Na:4]>>[CH2:6]=[C:7]([CH:8]([C:9]([CH3:10])=[O:11])[CH2:14][CH2:15][CH2:16][CH2:17][CH3:18])[CH3:12]. The reactants are O=C(O)C(F)(F)F, CC(C)(C)OC(=O)NCCC(=O)n1ccc2ccccc21. The product is NCCC(=O)n1ccc2ccccc21. RXN SMILES: [OH:22][C:23]([C:24]([F:25])([F:26])[F:27])=[O:28].[n:1]1([C:10]([CH2:11][CH2:12][NH:13][C:14](=[O:15])[O:16][C:17]([CH3:18])([CH3:19])[CH3:20])=[O:21])[cH:2][cH:3][c:4]2[cH:5][cH:6][cH:7][cH:8][c:9]12>>[n:1]1([C:10]([CH2:11][CH2:12][NH2:13])=[O:21])[cH:2][cH:3][c:4]2[cH:5][cH:6][cH:7][cH:8][c:9]12. Starting materials: N([C@@H](CC(C)C)C(=O)N[C@@H](CC(C)C)C(=O)OC)C(=O)OCC1=CC=CC=C1 (N-Cbz-L-Leu-L-Leu-OCH3), O.[OH-].[Li+] (lithium hydroxide monohydrate), hydrogen peroxide H2O2. Solvent: CO.O (MeOH H2O). Run at time 3.5 hour. The product is N([C@@H](CC(C)C)C(=O)N[C@@H](CC(C)C)C(=O)O)C(=O)OCC1=CC=CC=C1 (N-Cbz-L-Leu-L-Leu-OH). Yield: 90.5%. As a reaction SMILES: [NH:1]([C:19]([O:21][CH2:22][C:23]1[CH:28]=[CH:27][CH:26]=[CH:25][CH:24]=1)=[O:20])[C@H:2]([C:7]([NH:9][C@H:10]([C:15]([O:17]C)=[O:16])[CH2:11][CH:12]([CH3:14])[CH3:13])=[O:8])[CH2:3][CH:4]([CH3:6])[CH3:5].O.[OH-].[Li+]>CO.O>[NH:1]([C:19]([O:21][CH2:22][C:23]1[CH:24]=[CH:25][CH:26]=[CH:27][CH:28]=1)=[O:20])[C@H:2]([C:7]([NH:9][C@H:10]([C:15]([OH:17])=[O:16])[CH2:11][CH:12]([CH3:14])[CH3:13])=[O:8])[CH2:3][CH:4]([CH3:6])[CH3:5] |f:1.2.3,4.5|. Reported procedure: To a stirred solution of N-Cbz-L-Leu-L-Leu-OCH3 (6.0 g, 14.6 mmol) in MeOH/H2O (3:1) (60 mL) at R. T. was added lithium hydroxide monohydrate (LiOH.H2O) (1.0 g, 43.9 mmol) and hydrogen peroxide H2O2 (30% weight in H2O) (4.5 mL, 43.9 mmol). The reaction mixture was stirred for 3.5 h and then quenched with 10% HCl. The resulting mixture was extracted with EA (3×20 mL). The combined organic extracts were washed with sat. NaCl (2×10 mL), dried (MgSO4) and, concentrated in vacuo to afford N-Cbz-L-Leu...